From a dataset of the Open Reaction Database (ORD), a public repository of structured organic reaction records. describe an organic reaction: reactants, conditions, products, and yield Reactants: ClC1=C(C=C(C(=O)O)C=C1)S(N)(=O)=O (4-chloro-3-sulfamoyl-benzoic acid), S(=O)(Cl)Cl (thionyl chloride). Solvent: CCCCCC (hexane). Yields the product ClC1=C(C=C(C(=O)Cl)C=C1)S(N)(=O)=O (4-Chloro-3-sulfamoyl-benzoyl chloride). Isolated yield 97.1%. RXN SMILES: [Cl:1][C:2]1[CH:10]=[CH:9][C:5]([C:6](O)=[O:7])=[CH:4][C:3]=1[S:11](=[O:14])(=[O:13])[NH2:12].S(Cl)([Cl:17])=O>CCCCCC>[Cl:1][C:2]1[CH:10]=[CH:9][C:5]([C:6]([Cl:17])=[O:7])=[CH:4][C:3]=1[S:11](=[O:14])(=[O:13])[NH2:12]. Reported procedure: A mixture of 4-chloro-3-sulfamoyl-benzoic acid (50 g, 212 mmol) and thionyl chloride (31 mL, 424 mmol) are heated to reflux for 5 h then allowed to cool to room temperature. To this mixture is added hexane and the resulting solid is filtered, washed with hexane and dried in vacuo to yield 52.3 g (97%) of the title compound as an off-white solid. Starting materials: CC=1SC(NN1)=S (2-methyl-5-thioxo-1,3,4-thiadiazoline), C(C)(=O)OCC1=C(N2C(C(C2SC1)NC(CC=1SC(SC1)=O)=O)=O)C(=O)O (3-Acetoxymethyl-2-carboxy-8-oxo-7-[(1,3-dithiol-2-on-4-yl)-acetamido]-5-thia-1-aza-bicyclo[4.2.0]oct-2-ene), Cl (hydrochloric acid). Run in O (water), C([O-])(O)=O.[Na+] (sodium bicarbonate), C([O-])(O)=O.[Na+] (sodium bicarbonate), O (water). Reaction conditions: temperature 60 celsius. The product is C(=O)(O)C=1N2C(C(C2SCC1CSC=1SC(=NN1)C)NC(CC=1SC(SC1)=O)=O)=O (2-carboxy-3-[(5-methyl-1,3,4-thiadiazol-2-yl)-thiomethyl]-8-oxo-7-[(1,3-dithiol-2-on-4-yl)-acetamido]-5-thia-1-azabicyclo[4.2.0]oct-2-ene). Isolated yield 53.6%. RXN SMILES: C(O[CH2:5][C:6]1[CH2:13][S:12][CH:11]2[N:8]([C:9](=[O:24])[CH:10]2[NH:14][C:15](=[O:23])[CH2:16][C:17]2[S:18][C:19](=[O:22])[S:20][CH:21]=2)[C:7]=1[C:25]([OH:27])=[O:26])(=O)C.[CH3:28][C:29]1[S:30][C:31](=[S:34])[NH:32][N:33]=1.Cl>O.C(=O)(O)[O-].[Na+]>[C:25]([C:7]1[N:8]2[CH:11]([S:12][CH2:13][C:6]=1[CH2:5][S:34][C:31]1[S:30][C:29]([CH3:28])=[N:33][N:32]=1)[CH:10]([NH:14][C:15](=[O:23])[CH2:16][C:17]1[S:18][C:19](=[O:22])[S:20][CH:21]=1)[C:9]2=[O:24])([OH:27])=[O:26] |f:4.5|. Procedure details: 3-Acetoxymethyl-2-carboxy-8-oxo-7-[(1,3-dithiol-2-on-4-yl)-acetamido]-5-thia-1-aza-bicyclo[4.2.0]oct-2-ene (8.8 g.) is dissolved in distilled water (100 cc.) and sodium bicarbonate (1.72 g.). A solution of 2-methyl-5-thioxo-1,3,4-thiadiazoline (2.7 g.) in distilled water (100 cc.) and sodium bicarbonate (1.72 g.) is added and the resulting solution is heated to 60° C. for 6 hours. After cooling, it is acidified to pH= 5.5 by adding 4 N hydrochloric acid and the extracted twice with ethyl acetate... Reactants: CC(=O)C=1C=CC=C(C1)O (3-Hydroxy acetophenone), 2, C1OC=2C=C(C=O)C=CC2O1 (3,4-methylenedioxy benzaldehyde), 6, [OH-].[Na+] (sodium hydroxide). Solvent: CO (methanol). The product is OC=1C=C(C(C=CC2=CC3=C(C=C2)OCO3)=O)C=CC1 (3′-Hydroxy-3,4-methylenedioxy-chalcone). As a reaction SMILES: [CH3:1][C:2]([C:4]1[CH:5]=[CH:6][CH:7]=[C:8]([OH:10])[CH:9]=1)=[O:3].[CH2:11]1[O:21][C:20]2[CH:19]=[CH:18][C:15]([CH:16]=O)=[CH:14][C:13]=2[O:12]1.[OH-].[Na+]>CO>[OH:10][C:8]1[CH:9]=[C:4]([CH:5]=[CH:6][CH:7]=1)[C:2](=[O:3])[CH:1]=[CH:16][C:15]1[CH:18]=[CH:19][C:20]2[O:21][CH2:11][O:12][C:13]=2[CH:14]=1 |f:2.3|. Procedure: 3-Hydroxy acetophenone, 2 (2.7 g, 20 mmol), 3,4-methylenedioxy benzaldehyde, 6 (3 g, 20 mmol) and 50% aqueous sodium hydroxide (5 mL) in methanol (40 mL) were reacted under reflux as in 7 to yield 12. Yield 4.1 g (76%); mp 188-189° C.; MS (FAB) 269 (M++1); IR (KBr) 3389, 1659; 1H NMR (300 MHz, DMSO-d6) δ 9.84 (s, 1H), 7.73 (d, J=15.6 Hz, 1H), 7.64 (d, J=15.9 Hz, 1H), 7.63 (s, 1H), 7.62 (d, J=5.4 Hz, 1H), 7.45 (s, 1H), 7.36 (t, J=7.9 Hz, 1H), 7.30 (d, J=7.8 Hz, 1H), 7.05 (dd, J=7.9 Hz, 2.4 Hz, 1H... The reactants are S(N(C)C)(F)(F)F, n1c(nc2c(c1c1cnc(nc1)N)CCN2C1CC(C1)(F)F)N1CCOC[C@@H]1CO. Reagents/catalysts: c1ccc(cc1)-c2c3ccccc3cc4ccccc24 (9-Phenylanthracene). Run in CC#N (MeCN). Conditions: temperature 25 celsius, time 18 hour. Product: Nc1ncc(cn1)c2nc(nc3N(CCc23)C4CC(F)(F)C4)N5CCOC[C@@H]5CF. As a reaction SMILES: [NH2:1][c:2]1[n:7][cH:6][c:5]([c:8]2[c:16]([c:12]3[n:11][c:10]([N:23]4[C@@H:28]([CH2:29]O)[CH2:27][O:26][CH2:25][CH2:24]4)[n:9]2)[CH2:15][CH2:14][N:13]3[CH:17]5[CH2:22][C:19]([F:21])([F:20])[CH2:18]5)[cH:4][n:3]1.CN(S(F)(F)[F:30])C>>[NH2:1][c:2]1[n:7][cH:6][c:5]([c:8]2[c:16]([c:12]3[n:11][c:10]([N:23]4[C@@H:28]([CH2:29][F:30])[CH2:27][O:26][CH2:25][CH2:24]4)[n:9]2)[CH2:15][CH2:14][N:13]3[CH:17]5[CH2:22][C:19]([F:21])([F:20])[CH2:18]5)[cH:4][n:3]1.